describe an organic reaction: reactants, conditions, products, and yield From a dataset of the Open Reaction Database (ORD), a public repository of structured organic reaction records. Reactants: CCOC(=O)CC(C)=O, C1CCNCC1, Cc1ccccc1, CC(=O)O, O=Cc1ccc(F)cc1, O. The product is CCOC(=O)C(=Cc1ccc(F)cc1)C(C)=O. As a reaction SMILES: [C:11]([CH2:12][C:13](=[O:14])[CH3:15])(=[O:16])[O:17][CH2:18][CH3:19].[CH2:1]1[CH2:2][CH2:3][NH:4][CH2:5][CH2:6]1.[CH3:29][c:30]1[cH:31][cH:32][cH:33][cH:34][cH:35]1.[CH3:7][C:8](=[O:9])[OH:10].[F:20][c:21]1[cH:22][cH:23][c:24]([CH:25]=[O:26])[cH:27][cH:28]1.[OH2:36]>>[C:11]([C:12]([C:13](=[O:14])[CH3:15])=[CH:25][c:24]1[cH:23][cH:22][c:21]([F:20])[cH:28][cH:27]1)(=[O:16])[O:17][CH2:18][CH3:19]. The reactants are NC=1N=C(C(=NC1Br)C=1C=CC(N(C1)C(C)C)=O)C1=CC=CC=C1 (5-(5-amino-6-bromo-3-phenyl-2-pyrazinyl)-1-isopropyl-2(1H)-pyridone), CN (methylamine). Solvent: C1CCOC1 (THF). Run at time 20 hour. Yields the product NC=1N=C(C(=NC1NC)C=1C=CC(N(C1)C(C)C)=O)C1=CC=CC=C1 (5-[5-amino-6-(methylamino)-3-phenyl-2-pyrazinyl]-1-isopropyl-2(1H)-pyridone). RXN SMILES: [NH2:1][C:2]1[N:3]=[C:4]([C:19]2[CH:24]=[CH:23][CH:22]=[CH:21][CH:20]=2)[C:5]([C:9]2[CH:10]=[CH:11][C:12](=[O:18])[N:13]([CH:15]([CH3:17])[CH3:16])[CH:14]=2)=[N:6][C:7]=1Br.[CH3:25][NH2:26]>C1COCC1>[NH2:1][C:2]1[N:3]=[C:4]([C:19]2[CH:24]=[CH:23][CH:22]=[CH:21][CH:20]=2)[C:5]([C:9]2[CH:10]=[CH:11][C:12](=[O:18])[N:13]([CH:15]([CH3:17])[CH3:16])[CH:14]=2)=[N:6][C:7]=1[NH:26][CH3:25]. Procedure: A mixture of 5-(5-amino-6-bromo-3-phenyl-2-pyrazinyl)-1-isopropyl-2(1H)-pyridone (100 mg) and a solution of methylamine in THF (2.0M, 1.0 ml) was heated at 100° C. with stirring for 20 hours in a sealed tube. After cooling, the solvent was removed under reduced pressure and the residue was recrystallized from MeOH-IPE to give 5-[5-amino-6-(methylamino)-3-phenyl-2-pyrazinyl]-1-isopropyl-2(1H)-pyridone (13 mg). The filtrate was concentrated in vacuo, and the residue was rinsed with MeOH-IPE to giv... Yields the product FC1=C(C=C(C=C1)F)CCNC(=O)NC1=CC=C(C=C1)S(=O)(=O)N1CCC(CC1)C=O (1-[2-(2,5-Difluoro-phenyl)-ethyl]-3-[4-(4-formyl-piperidine-1-sulfonyl)-phenyl]-urea). Reaction SMILES: [F:1][C:2]1[CH:7]=[CH:6][C:5]([F:8])=[CH:4][C:3]=1[CH2:9][CH2:10][NH:11][C:12]([NH:14][C:15]1[CH:20]=[CH:19][C:18]([S:21]([N:24]2[CH2:29][CH2:28][CH:27]([CH:30](OC)[O:31]C)[CH2:26][CH2:25]2)(=[O:23])=[O:22])=[CH:17][CH:16]=1)=[O:13]>C(O)(C(F)(F)F)=O>[F:1][C:2]1[CH:7]=[CH:6][C:5]([F:8])=[CH:4][C:3]=1[CH2:9][CH2:10][NH:11][C:12]([NH:14][C:15]1[CH:16]=[CH:17][C:18]([S:21]([N:24]2[CH2:25][CH2:26][CH:27]([CH:30]=[O:31])[CH2:28][CH2:29]2)(=[O:22])=[O:23])=[CH:19][CH:20]=1)=[O:13]. Starting materials: FC1=C(C=C(C=C1)F)CCNC(=O)NC1=CC=C(C=C1)S(=O)(=O)N1CCC(CC1)C(OC)OC (1-[2-(2,5-difluoro-phenyl)-ethyl]-3-[4-(4-dimethoxymethyl-piperidine-1-sulfonyl)-phenyl]-urea). Procedure: A solution of 1-[2-(2,5-difluoro-phenyl)-ethyl]-3-[4-(4-dimethoxymethyl-piperidine-1-sulfonyl)-phenyl]-urea (0.170 g, 0.3 mmol) in 2 mL TFA was stirred for 15 minutes at ambient temperature. The excess TFA was removed in vacuo and the residue partitioned between ethyl acetate and water. The organic base was dried (Na2SO4) and the solvent evaporated to provide the title compound which was used directly in the next step. The solvent is C(=O)(C(F)(F)F)O (TFA). Starting materials: C, FC(F)(F)c1nnnn1-c1ccc(OCc2ccccc2)cc1, CCO, C1CCOC1, [Pd]. Product: Oc1ccc(-n2nnnc2C(F)(F)F)cc1. Reaction SMILES: [C:32].[CH2:1]([c:2]1[cH:3][cH:4][cH:5][cH:6][cH:7]1)[O:8][c:9]1[cH:10][cH:11][c:12](-[n:15]2[n:16][n:17][n:18][c:19]2[C:20]([F:21])([F:22])[F:23])[cH:13][cH:14]1.[CH3:24][CH2:25][OH:26].[O:27]1[CH2:28][CH2:29][CH2:30][CH2:31]1.[Pd:33]>>[OH:8][c:9]1[cH:10][cH:11][c:12](-[n:15]2[n:16][n:17][n:18][c:19]2[C:20]([F:21])([F:22])[F:23])[cH:13][cH:14]1. The reactants are CN1CCN(Cc2ccc(OC3CNC3)cc2F)CC1, CCOC(=O)c1nnc(-c2ccccc2)o1. Yields the product CN1CCN(Cc2ccc(OC3CN(C(=O)c4nnc(-c5ccccc5)o4)C3)cc2F)CC1. As a reaction SMILES: [NH:1]1[CH2:2][CH:3]([O:5][c:6]2[cH:7][c:8]([F:20])[c:9]([CH2:10][N:11]3[CH2:12][CH2:13][N:14]([CH3:17])[CH2:15][CH2:16]3)[cH:18][cH:19]2)[CH2:4]1.[c:21]1(-[c:27]2[n:28][n:29][c:30]([C:32](=[O:33])[O:34][CH2:35][CH3:36])[o:31]2)[cH:22][cH:23][cH:24][cH:25][cH:26]1>>[N:1]1([C:32]([c:30]2[n:29][n:28][c:27](-[c:21]3[cH:22][cH:23][cH:24][cH:25][cH:26]3)[o:31]2)=[O:33])[CH2:2][CH:3]([O:5][c:6]2[cH:7][c:8]([F:20])[c:9]([CH2:10][N:11]3[CH2:12][CH2:13][N:14]([CH3:17])[CH2:15][CH2:16]3)[cH:18][cH:19]2)[CH2:4]1. The reactants are CCO, Cl, Cl, NO, [Na+], [OH-], O, O=CCP(=O)(c1ccccc1)c1ccccc1. The product is O=P(CC=NO)(c1ccccc1)c1ccccc1. RXN SMILES: [CH3:24][CH2:25][OH:26].[ClH:18].[ClH:23].[NH2:19][OH:20].[Na+:22].[OH-:21].[OH2:27].[c:1]1([P:7](=[O:8])([c:9]2[cH:10][cH:11][cH:12][cH:13][cH:14]2)[CH2:15][CH:16]=[O:17])[cH:2][cH:3][cH:4][cH:5][cH:6]1>>[c:1]1([P:7](=[O:8])([c:9]2[cH:10][cH:11][cH:12][cH:13][cH:14]2)[CH2:15][CH:16]=[N:19][OH:20])[cH:2][cH:3][cH:4][cH:5][cH:6]1. Reactants: CC1(OC[C@H](O1)CO)C ((R)-2,2-dimethyl-1,3-dioxolane-4-methanol), S(=O)(=O)(OC)OC (dimethyl sulfate), [OH-].[Na+] (sodium hydroxide). The reagents and catalysts are [Cl-].C(C1=CC=CC=C1)[N+](CC)(CC)CC (benzyltriethylammonium chloride). Solvent: ClCCl (dichloromethane), O (water), O (water). Reaction conditions: temperature 20 celsius. Yields the product COC[C@H]1OC(OC1)(C)C (4(R)-methoxymethyl-2,2-dimethyl-1,3-dioxolane). Yield: 113.1%. Reaction SMILES: [OH-].[Na+].[CH3:3][C:4]1([CH3:11])[O:8][C@H:7]([CH2:9][OH:10])[CH2:6][O:5]1.S(OC)(O[CH3:16])(=O)=O>[Cl-].C([N+](CC)(CC)CC)C1C=CC=CC=1.O.ClCCl>[CH3:16][O:10][CH2:9][C@@H:7]1[CH2:6][O:5][C:4]([CH3:11])([CH3:3])[O:8]1 |f:0.1,4.5|. Reported procedure: Into a 6 liter reactor equipped with a condenser, a temperature probe and a dropping funnel are introduced 420 ml of demineralized water and 420 g (10.5 mol) of sodium hydroxide pellets. To the solution, stirred at 20° C., are added 2.3 l of dichloromethane, 396 g (3.00 mol) of (R)-2,2-dimethyl-1,3-dioxolane-4-methanol ([α]D20 =-11°; c=4; methanol) and 20.5 g (0.090 mol) of benzyltriethylammonium chloride. 567 g (4.50 mol) of dimethyl sulfate are then added in the course of 50 min, while keeping... Run at temperature 70 celsius, time 16 hour. Reagents/catalysts: O=C([O-])[O-].[Cs+].[Cs+] (cesium carbonate), [I-].[K+] (potassium iodide). Solvent: CN(C)C=O (DMF), CN(C)C=O (dmf), CN(C)C=O (DMF). Product: CC(c1cccnc1)N1C[C@@H]2C[C@H]1CN2Cc1ccccc1Cl. Reactants: CC(Cl)c1cccnc1, Clc1ccccc1CN1C[C@@H]2C[C@H]1CN2. The reactants are CCOC(=O)C1C(c2cccc(OC)c2)c2ccccc2C1c1ccc2c(c1)OCO2, CCOC(=O)C1=C(c2ccc3c(c2)OCO3)c2ccccc2C1c1cccc(OC)c1, CCO. The product is COc1cccc(C2c3ccccc3C(c3ccc4c(c3)OCO4)C2C(=O)O)c1. Reaction SMILES: [CH3:1][O:2][c:3]1[cH:4][c:5]([CH:9]2[CH:10]([C:27](=[O:28])[O:29][CH2:30][CH3:31])[CH:11]([c:18]3[cH:19][c:20]4[c:21]([cH:22][cH:23]3)[O:24][CH2:25][O:26]4)[c:12]3[cH:13][cH:14][cH:15][cH:16][c:17]32)[cH:6][cH:7][cH:8]1.[CH3:32][O:33][c:34]1[cH:35][c:36]([CH:37]2[c:38]3[c:39]([cH:40][cH:41][cH:42][cH:43]3)[C:44]([c:45]3[cH:46][cH:47][c:48]4[c:52]([cH:53]3)[O:51][CH2:50][O:49]4)=[C:54]2[C:55]([O:56][CH2:57][CH3:58])=[O:59])[cH:60][cH:61][cH:62]1.[CH3:63][CH2:64][OH:65]>>[CH3:1][O:2][c:3]1[cH:4][c:5]([CH:9]2[CH:10]([C:27](=[O:28])[OH:29])[CH:11]([c:18]3[cH:19][c:20]4[c:21]([cH:22][cH:23]3)[O:24][CH2:25][O:26]4)[c:12]3[cH:13][cH:14][cH:15][cH:16][c:17]32)[cH:6][cH:7][cH:8]1.